This data is from the Open Reaction Database (ORD), a public repository of structured organic reaction records. The task is: describe an organic reaction: reactants, conditions, products, and yield Yields the product COC1=NN=C(S1)N1C(N(CCC1OC(=O)OCCCl)CC)=O (tetrahydro-1-(5-methoxy-1,3,4-thiadiazol-2-yl)-3-ethyl-6-chloroethoxycarbonyloxy-2(1H)-pyrimidinone). The reactants are COC1=NN=C(S1)N1C(N(CCC1O)CC)=O (Tetrahydro-1-(5-methoxy-1,3,4-thiadiazol-2-yl)-3-ethyl-6-hydroxy-2(1H)-pyrimidinone), ClC(=O)OCCCl (chloroethyl chloroformate). Procedure: Tetrahydro-1-(5-methoxy-1,3,4-thiadiazol-2-yl)-3-ethyl-6-hydroxy-2(1H)-pyrimidinone (0.05 mole) dissolved in pyridine (80 ml) is charged into a glass reaction vessel equipped with a mechanical stirrer and thermometer. The solution is cooled to a temperature of about 10° C. and chloroethyl chloroformate (0.06 mole) dissolved in pyridine (25 ml) is slowly added with stirring over a period of about 15 minutes. After the addition is completed, the reaction mixture is warmed to room temperature and i... As a reaction SMILES: [CH3:1][O:2][C:3]1[S:7][C:6]([N:8]2[CH:13]([OH:14])[CH2:12][CH2:11][N:10]([CH2:15][CH3:16])[C:9]2=[O:17])=[N:5][N:4]=1.Cl[C:19]([O:21][CH2:22][CH2:23][Cl:24])=[O:20]>N1C=CC=CC=1>[CH3:1][O:2][C:3]1[S:7][C:6]([N:8]2[CH:13]([O:14][C:19]([O:21][CH2:22][CH2:23][Cl:24])=[O:20])[CH2:12][CH2:11][N:10]([CH2:15][CH3:16])[C:9]2=[O:17])=[N:5][N:4]=1. Conditions: time 15 minute. The solvent is N1=CC=CC=C1 (pyridine), N1=CC=CC=C1 (pyridine). Reactants: S(=O)(=O)([O-])[O-].[Na+].[Na+] (sodium sulfate), CC1=C(C=C(C(=C1)N)OC)N (2-methyl 5-methoxy paraphenylenediamine). The reagents and catalysts are [Ag]=O (silver oxide). Reaction conditions: time 2 hour. Product: COC=1C(C=C(C(C1)=N)C)=N (2-methoxy-5-methyl benzoquinone diimine). The yield is 69.0%. As a reaction SMILES: [CH3:1][C:2]1[CH:7]=[C:6]([NH2:8])[C:5]([O:9][CH3:10])=[CH:4][C:3]=1[NH2:11].S([O-])([O-])(=O)=O.[Na+].[Na+]>[Ag]=O>[CH3:10][O:9][C:5]1[C:6](=[NH:8])[CH:7]=[C:2]([CH3:1])[C:3](=[NH:11])[CH:4]=1 |f:1.2.3|. Procedure details: 0.056 mole (8.56 g) 2-methyl 5-methoxy paraphenylenediamine is introduced into 850 cc isopropyl anhydrous ether to which there have been added 0.085 mole (19.7 g) silver oxide and 55 g anhydrous sodium sulfate. The mixture is agitated for two hours, maintaining the temperature thereof between 30° and 40°. After cooling, the sodium sulfate and the silver arc separated from the reaction mixture by filtration, and the resulting filtrate is evaporated to dryness under vacuum. The dry residue, after ... Starting materials: NC1CCN(CC1)CCN1C(C=CC2=CC=C(C=C12)C#N)=O (1-[2-(4-Aminopiperidin-1-yl)ethyl]-2-oxo-1,2-dihydroquinoline-7-carbonitrile), C(C)(=O)C=1C=CC2=C(N(C(CO2)=O)CCN2CCC(CC2)NC(OC(C)(C)C)=O)C1 (tert-Butyl {1-[2-(6-acetyl-3-oxo-2,3-dihydro-4H-1,4-benzoxazin-4-yl)ethyl]piperidin-4-yl}carbamate), C(C)(=O)C=1C=CC2=C(N(C(CO2)=O)CCN2CCC(CC2)NC(OC(C)(C)C)=O)C1 (tert-Butyl {1-[2-(6-acetyl-3-oxo-2,3-dihydro-4H-1,4-benzoxazin-4-yl)ethyl]piperidin-4-yl}carbamate). Yields the product trifluoro acetate, C(C)(=O)C=1C=CC2=C(N(C(CO2)=O)CCN2CCC(CC2)N)C1 (6-Acetyl-4-[2-(4-aminopiperidin-1-yl)ethyl]-2H-1,4-benzoxazin-3(4H)-one). Reaction SMILES: [C:1]([C:4]1[CH:5]=[CH:6][C:7]2[O:12][CH2:11][C:10](=[O:13])[N:9]([CH2:14][CH2:15][N:16]3[CH2:21][CH2:20][CH:19]([NH:22]C(=O)OC(C)(C)C)[CH2:18][CH2:17]3)[C:8]=2[CH:30]=1)(=[O:3])[CH3:2].NC1CCN(CCN2C3C(=CC=C(C#N)C=3)C=CC2=O)CC1>>[C:1]([C:4]1[CH:5]=[CH:6][C:7]2[O:12][CH2:11][C:10](=[O:13])[N:9]([CH2:14][CH2:15][N:16]3[CH2:17][CH2:18][CH:19]([NH2:22])[CH2:20][CH2:21]3)[C:8]=2[CH:30]=1)(=[O:3])[CH3:2]. Procedure details: tert-Butyl {1-[2-(6-acetyl-3-oxo-2,3-dihydro-4H-1,4-benzoxazin-4-yl)ethyl]piperidin-4-yl}carbamate (Intermediate 88) was reacted as described for Intermediate 14. The crude trifluoro acetate of the title compound was obtained as a colorless solid and used without further purification for the next step (quantitative yield). Starting materials: CN1N=C(C=C1C=1CCN(CC1)C)N (1-methyl-5-(1-methyl-1,2,3,6-tetrahydropyridin-4-yl)-1H-pyrazol-3-amine). Reagents/catalysts: [Pd] (palladium). The solvent is C(C)O (ethanol). Conditions: time 5 hour. Product: CN1N=C(C=C1C1CCN(CC1)C)N (1-methyl-5-(1-methylpiperidin-4-yl)-1H-pyrazol-3-amine). The yield is 63.3%. As a reaction SMILES: [CH3:1][N:2]1[C:6]([C:7]2[CH2:8][CH2:9][N:10]([CH3:13])[CH2:11][CH:12]=2)=[CH:5][C:4]([NH2:14])=[N:3]1>[Pd].C(O)C>[CH3:1][N:2]1[C:6]([CH:7]2[CH2:8][CH2:9][N:10]([CH3:13])[CH2:11][CH2:12]2)=[CH:5][C:4]([NH2:14])=[N:3]1. Procedure details: To a mixture of 1-methyl-5-(1-methyl-1,2,3,6-tetrahydropyridin-4-yl)-1H-pyrazol-3-amine (574 mg) and ethanol (10 mL) was added 10% palladium-supported carbon (50% wet product) (318 mg), followed by stirring for 5 hours under a hydrogen gas atmosphere (4 atm). The reaction mixture was filtered through celite and then the solvent was evaporated under reduced pressure. The obtained residue was purified by silica gel column chromatography (NH2 type, eluent; chloroform:methanol=100:0-95:5), and the o... The reactants are N1C(=NC=C1)CN(CC=1NC=CN1)CC1=CC=C(CN2CC3(CC2C(=O)O)CCN(CC3)C3CCCCC3)C=C1 (2-(4-{[bis(1H-imidazol-2-ylmethyl)amino]methyl}benzyl)-8-cyclohexyl-2,8-diazaspiro[4.5]decane-3-carboxylic acid), CO (methanol), S(=O)(Cl)Cl (thionyl chloride). Reaction conditions: temperature 60 celsius, time 1 hour. Yields the product N1C(=NC=C1)CN(CC=1NC=CN1)CC1=CC=C(CN2CC3(CC2C(=O)OC)CCN(CC3)C3CCCCC3)C=C1 (Methyl 2-(4-{[bis(1H-imidazol-2-ylmethyl)amino]methyl}benzyl)-8-cyclohexyl-2,8-diazaspiro[4.5]decane-3-carboxylate). As a reaction SMILES: [NH:1]1[CH:5]=[CH:4][N:3]=[C:2]1[CH2:6][N:7]([CH2:14][C:15]1[CH:40]=[CH:39][C:18]([CH2:19][N:20]2[CH:24]([C:25]([OH:27])=[O:26])[CH2:23][C:22]3([CH2:32][CH2:31][N:30]([CH:33]4[CH2:38][CH2:37][CH2:36][CH2:35][CH2:34]4)[CH2:29][CH2:28]3)[CH2:21]2)=[CH:17][CH:16]=1)[CH2:8][C:9]1[NH:10][CH:11]=[CH:12][N:13]=1.S(Cl)(Cl)=O.[CH3:45]O>>[NH:1]1[CH:5]=[CH:4][N:3]=[C:2]1[CH2:6][N:7]([CH2:14][C:15]1[CH:16]=[CH:17][C:18]([CH2:19][N:20]2[CH:24]([C:25]([O:27][CH3:45])=[O:26])[CH2:23][C:22]3([CH2:32][CH2:31][N:30]([CH:33]4[CH2:38][CH2:37][CH2:36][CH2:35][CH2:34]4)[CH2:29][CH2:28]3)[CH2:21]2)=[CH:39][CH:40]=1)[CH2:8][C:9]1[NH:13][CH:12]=[CH:11][N:10]=1. Procedure: The compound (102 mg) obtained in Example 5(1) was dissolved in methanol (1 mL) and, furthermore, thionyl chloride (0.25 mL) was added at 0° C. The reaction solution was stirred at 60° C. for 1 hour. The reaction solution was concentrated under reduced pressure and the residue was purified by silica gel chromatography (manufactured by Fuji Silysia Chemical Ltd., CHROMATOREX NH (trade name)) (dichloromethane:methanol=1:0→4:1) to obtain the title compound (96.4 mg) having the following physical pr... The reactants are CC1(C)C2CCC1(C)C(C(=O)O)C2, CN(C)c1ccncc1, [Cl-], CC(C)(C)C(O)c1ccccc1[N+](=O)[O-], c1ccncc1. Product: CC(C)(C)C(OC(=O)C1CC2CCC1(C)C2(C)C)c1ccccc1[N+](=O)[O-]. As a reaction SMILES: [C:2]12([CH3:14])[CH:3]([C:11](=[O:12])[OH:13])[CH2:4][CH:5]([CH2:6][CH2:7]1)[C:8]2([CH3:9])[CH3:10].[CH3:30][N:31]([c:32]1[cH:33][cH:34][n:35][cH:36][cH:37]1)[CH3:38].[Cl-:1].[N+:15](=[O:16])([O-:17])[c:18]1[c:19]([CH:24]([C:25]([CH3:26])([CH3:27])[CH3:28])[OH:29])[cH:20][cH:21][cH:22][cH:23]1.[cH:39]1[cH:40][cH:41][n:42][cH:43][cH:44]1>>[C:2]12([CH3:14])[CH:3]([C:11](=[O:12])[O:13][CH:24]([c:19]3[c:18]([N+:15](=[O:16])[O-:17])[cH:23][cH:22][cH:21][cH:20]3)[C:25]([CH3:26])([CH3:27])[CH3:28])[CH2:4][CH:5]([CH2:6][CH2:7]1)[C:8]2([CH3:9])[CH3:10]. The reactants are NC1=C2N=C(N(C2=NC(=N1)S)CC1=CC=CC=C1)O (6-amino-9-benzyl-8-hydroxy-2-mercaptopurine), C([O-])([O-])=O.[K+].[K+] (potassium carbonate), COCCl (chloromethyl methyl ether). Run in CN(C=O)C (dimethylformamide). Reaction conditions: time 2 hour. The product is NC1=C2N=C(N(C2=NC(=N1)SCOC)CC1=CC=CC=C1)O (6-Amino-9-benzyl-8-hydroxy-2-(methoxymethylthio)purine). Yield: 68.8%. RXN SMILES: [NH2:1][C:2]1[N:10]=[C:9]([SH:11])[N:8]=[C:7]2[C:3]=1[N:4]=[C:5]([OH:19])[N:6]2[CH2:12][C:13]1[CH:18]=[CH:17][CH:16]=[CH:15][CH:14]=1.C(=O)([O-])[O-].[K+].[K+].[CH3:26][O:27][CH2:28]Cl>CN(C)C=O>[NH2:1][C:2]1[N:10]=[C:9]([S:11][CH2:26][O:27][CH3:28])[N:8]=[C:7]2[C:3]=1[N:4]=[C:5]([OH:19])[N:6]2[CH2:12][C:13]1[CH:18]=[CH:17][CH:16]=[CH:15][CH:14]=1 |f:1.2.3|. Procedure: Crude 6-amino-9-benzyl-8-hydroxy-2-mercaptopurine (134 mg, 0.49 mmol) was suspended in dimethylformamide (65 ml). To the suspension were added potassium carbonate (100 mg, 0.72 mmol) and chloromethyl methyl ether (0.056 ml, 0.73 mmol) in order. The mixture was stirred at room temperature for 2 hours. The solvent was removed in vacuo, and the residue was purified by silica gel chromatography (2% methanol/chloroform) to give the subject compound (107 mg, yield 69%). The reactants are ClC1=C(C(=O)Cl)C=CC=C1 (2-Chlorobenzoyl chloride), NC=1C=C2CCCC2=CC1 (5-aminoindan), C([O-])([O-])=O.[K+].[K+] (potassium carbonate), C(C)(=O)OCC (ethyl acetate). The solvent is O (water). Product: C1CCC2=CC=CC=C12 (indan). As a reaction SMILES: ClC1C=CC=CC=1C(Cl)=O.N[C:12]1[CH:13]=[C:14]2[C:18](=[CH:19][CH:20]=1)[CH2:17][CH2:16][CH2:15]2.C(=O)([O-])[O-].[K+].[K+].C(OCC)(=O)C>O>[CH2:17]1[C:18]2[C:14](=[CH:13][CH:12]=[CH:20][CH:19]=2)[CH2:15][CH2:16]1 |f:2.3.4|. Procedure details: 2-Chlorobenzoyl chloride (11.8 g) was added dropwise to a stirred mixture of 5-aminoindan (9.0 g), potassium carbonate (9.3 g), ethyl acetate (90 ml) and water (90 ml) under ice-cooling. The mixture was further stirred under ice-cooling for one hour, at the end of which time the organic layer was separated, washed with water, dried (MgSO4) and distilled to remove the solvent. The procedure gave crystals of 5-2-chlorobenzoylamino)indan. The crystals were collected by filtration and recrystallized... The reactants are CC1(C)Cc2nc(C3CCCC3)c(C(F)c3ccc(C(F)(F)F)cc3)c(-c3ccc(F)cc3)c2C(O[Si](C)(C)C(C)(C)C)C1, CO, CCOC(C)=O, Cl, [Na+], C1CCOC1, O=C([O-])O. Yields the product CC1(C)Cc2nc(C3CCCC3)c(C(F)c3ccc(C(F)(F)F)cc3)c(-c3ccc(F)cc3)c2C(O)C1. As a reaction SMILES: [C:1]([Si:2]([CH3:3])([CH3:4])[O:6][CH:7]1[c:8]2[c:9](-[c:36]3[cH:37][cH:38][c:39]([F:42])[cH:40][cH:41]3)[c:10]([CH:24]([c:25]3[cH:26][cH:27][c:28]([C:31]([F:32])([F:33])[F:34])[cH:29][cH:30]3)[F:35])[c:11]([CH:19]3[CH2:20][CH2:21][CH2:22][CH2:23]3)[n:12][c:13]2[CH2:14][C:15]([CH3:17])([CH3:18])[CH2:16]1)([CH3:5])([CH3:43])[CH3:44].[CH3:45][OH:46].[CH3:58][CH2:59][O:60][C:61](=[O:62])[CH3:63].[ClH:57].[Na+:52].[O:47]1[CH2:48][CH2:49][CH2:50][CH2:51]1.[OH:53][C:54](=[O:55])[O-:56]>>[OH:6][CH:7]1[c:8]2[c:9](-[c:36]3[cH:37][cH:38][c:39]([F:42])[cH:40][cH:41]3)[c:10]([CH:24]([c:25]3[cH:26][cH:27][c:28]([C:31]([F:32])([F:33])[F:34])[cH:29][cH:30]3)[F:35])[c:11]([CH:19]3[CH2:20][CH2:21][CH2:22][CH2:23]3)[n:12][c:13]2[CH2:14][C:15]([CH3:17])([CH3:18])[CH2:16]1. Reactants: C(C)(C)(C)OC(NC(C)(C)C(N[C@@H](C(=O)N1CC2(C(CN(C2=O)C)C2=CC=CC=C2)CCC1)COCC1=CC=C(C=C1)F)=O)=O ({1-[(R)-1-(4-Fluoro-benzyloxymethyl)-2-(2-methyl-1-oxo-4-phenyl-2,7-diaza-spiro[4.5]dec-7-yl)-2-oxo-ethylcarbamoyl]-1-methyl-ethyl}-carbamic acid tert-butyl ester), C(C)(C)(C)OC(NC(C)(C)C(N[C@@H](C(=O)N1CC2(C(CN(C2=O)C)C2=CC=CC=C2)CCC1)COCC1=CC=C(C=C1)F)=O)=O ({1-[(R)-1-(4-Fluoro-benzyloxymethyl)-2-(2-methyl-1-oxo-4-phenyl-2,7-diaza-spiro[4.5]dec-7-yl)-2-oxo-ethylcarbamoyl]-1-methyl-ethyl}-carbamic acid tert-butyl ester), C(=O)(C(F)(F)F)O (TFA). Solvent: C(Cl)Cl (DCM), C(Cl)Cl (DCM). Run at temperature 0 celsius, time 3 hour. Yields the product NC(C(=O)N[C@@H](C(=O)N1CC2(C(CN(C2=O)C)C2=CC=CC=C2)CCC1)COCC1=CC=C(C=C1)F)(C)C (2-Amino-N-[(R)-1-(4-fluoro-benzyloxymethyl)-2-(2-methyl-1-oxo-4-phenyl-2,7-diaza-spiro[4.5]dec-7-yl)-2-oxo-ethyl]-2-methyl-propionamide). RXN SMILES: C(OC(=O)[NH:7][C:8]([C:11](=[O:44])[NH:12][C@H:13]([CH2:34][O:35][CH2:36][C:37]1[CH:42]=[CH:41][C:40]([F:43])=[CH:39][CH:38]=1)[C:14]([N:16]1[CH2:33][CH2:32][CH2:31][C:18]2([C:22](=[O:23])[N:21]([CH3:24])[CH2:20][CH:19]2[C:25]2[CH:30]=[CH:29][CH:28]=[CH:27][CH:26]=2)[CH2:17]1)=[O:15])([CH3:10])[CH3:9])(C)(C)C.C(O)(C(F)(F)F)=O>C(Cl)Cl>[NH2:7][C:8]([CH3:10])([CH3:9])[C:11]([NH:12][C@H:13]([CH2:34][O:35][CH2:36][C:37]1[CH:38]=[CH:39][C:40]([F:43])=[CH:41][CH:42]=1)[C:14]([N:16]1[CH2:33][CH2:32][CH2:31][C:18]2([C:22](=[O:23])[N:21]([CH3:24])[CH2:20][CH:19]2[C:25]2[CH:30]=[CH:29][CH:28]=[CH:27][CH:26]=2)[CH2:17]1)=[O:15])=[O:44]. Procedure details: A solution of {1-[(R)-1-(4-Fluoro-benzyloxymethyl)-2-(2-methyl-1-oxo-4-phenyl-2,7-diaza-spiro[4.5]dec-7-yl)-2-oxo-ethylcarbamoyl]-1-methyl-ethyl}-carbamic acid tert-butyl ester (Intermediate from step 3) (154 mg, 0.24 mmol) in DCM (2.5 ml) was cooled with an ice bath and TFA (0.57 ml, 7.4 mmol) was added. The resulting solution was stirred for 3 h at 0° C. The reaction mixture was diluted with DCM (20 ml) and quenched at 0° C. with 2M NaOH aqueous solution (10 ml). The organic phase was separate...